Dataset: the Open Reaction Database (ORD), a public repository of structured organic reaction records. Task: describe an organic reaction: reactants, conditions, products, and yield The reactants are FC1=CC=C(C=C1)S(=O)(=O)C(C(=O)O)(CC#CCCCCC)CC=1C=NC=CC1 (2-(4-fluoro-benzenesulfonyl)-2-pyridin-3-ylmethyl-dec-4-ynoic acid), Cl.NO (hydroxylamine hydrochloride). The product is ONC(C(CC#CCCCCC)(CC=1C=NC=CC1)S(=O)(=O)C1=CC=C(C=C1)F)=O (2-(4-Fluoro-benzenesulfonyl)-2-pyridin-3-ylmethyl-dec-4-ynoic acid hydroxyamide), product. The yield is 29.0%. Reaction SMILES: [F:1][C:2]1[CH:7]=[CH:6][C:5]([S:8]([C:11]([CH2:23][C:24]2[CH:25]=[N:26][CH:27]=[CH:28][CH:29]=2)([CH2:15][C:16]#[C:17][CH2:18][CH2:19][CH2:20][CH2:21][CH3:22])[C:12](O)=[O:13])(=[O:10])=[O:9])=[CH:4][CH:3]=1.Cl.[NH2:31][OH:32]>>[OH:32][NH:31][C:12](=[O:13])[C:11]([S:8]([C:5]1[CH:4]=[CH:3][C:2]([F:1])=[CH:7][CH:6]=1)(=[O:9])=[O:10])([CH2:23][C:24]1[CH:25]=[N:26][CH:27]=[CH:28][CH:29]=1)[CH2:15][C:16]#[C:17][CH2:18][CH2:19][CH2:20][CH2:21][CH3:22] |f:1.2|. Procedure details: 2-(4-Fluoro-benzenesulfonyl)-2-pyridin-3-ylmethyl-dec-4-ynoic acid hydroxyamide was prepared according to the method as outlined in Example 1. Starting from 2-(4-fluoro-benzenesulfonyl)-2-pyridin-3-ylmethyl-dec-4-ynoic acid (0.67 g, 1.62 mmol) and hydroxylamine hydrochloride (1.39 g, 20 mmol), 0.22 g of the product was isolated. Yield 29%; white solid; mp 180-182° C.; MS: 433.2 (M+H)+; 1H NMR (300 MHz, DMSO-d6) δ 0.84 (t, J=6.8 Hz, 3H), 1.20-1.40 (m, 6H), 1.90-2.05 (m, 2H), 2.75 (d, J=19.9 Hz, 1... Reactants: C(C)OC(=O)C1CCNCC1 (piperidine-4-carboxylic acid ethyl ester), ClC1=NC=C(C=C1)F (2-chloro-5-fluoro-pyridine), C1(=CC=CC=C1)C (toluene), CC(C)(C)[O-].[Na+] (NaOtBu), tris(dibenilideneacetone)dipalladium(0). Reagents/catalysts: C=1C=CC(=CC1)P(C=2C=CC=CC2)C3=CC=C4C=CC=CC4=C3C5=C6C=CC=CC6=CC=C5P(C=7C=CC=CC7)C=8C=CC=CC8 (BINAP). Run in CCOC(=O)C (AcOEt), O (H2O). Reaction conditions: temperature 75 celsius. The product is C(C)OC(=O)C1CCN(CC1)C1=NC=C(C=C1)F (5′-fluoro-3,4,5,6-tetrahydro-2H-[1,2′]bipyridinyl-4-carboxylic acid ethyl ester). The yield is 65.2%. Reaction SMILES: [CH2:1]([O:3][C:4]([CH:6]1[CH2:11][CH2:10][NH:9][CH2:8][CH2:7]1)=[O:5])[CH3:2].Cl[C:13]1[CH:18]=[CH:17][C:16]([F:19])=[CH:15][N:14]=1.C1(C)C=CC=CC=1.CC([O-])(C)C.[Na+]>CCOC(C)=O.O.C1C=CC(P(C2C(C3C(P(C4C=CC=CC=4)C4C=CC=CC=4)=CC=C4C=3C=CC=C4)=C3C(C=CC=C3)=CC=2)C2C=CC=CC=2)=CC=1>[CH2:1]([O:3][C:4]([CH:6]1[CH2:11][CH2:10][N:9]([C:13]2[CH:18]=[CH:17][C:16]([F:19])=[CH:15][N:14]=2)[CH2:8][CH2:7]1)=[O:5])[CH3:2] |f:3.4|. Reported procedure: To a stirred solution of piperidine-4-carboxylic acid ethyl ester (14.3 g, 0.091 mol) and 2-chloro-5-fluoro-pyridine (10 g, 0.076 mol) in toluene (100 mol) was added NaOtBu (8.77 g, 0.091 mol), BINAP (1.42 g, 2.28 mmol) and tris(dibenilideneacetone)dipalladium(0) (1.39 g, 1.52 mmol). The reaction mixture was heated at 75° C. for 2 hours, cooled down to RT, and diluted with AcOEt (100 mL) and H2O (100 mL). The organic layer was separated and washed with brine, dried over Na2SO4 and concentrated u... Starting materials: C(C)OC(=O)N1CCC2=C(C=3C(CCC3C=C2)C)CC1 (1-Methyl-1,3,6,7,9,10-hexahydro-2H-8-aza-cyclohepta[e]indene-8-carboxylic acid ethyl ester), [Si](C)(C)(C)I (TMSI). Run in C(Cl)(Cl)Cl (CHCl3). Run at temperature 60 celsius. Product: CC1CCC=2C=CC3=C(C12)CCNCC3 (1-Methyl-1,2,3,6,7,8,9,10-octahydro-8-aza-cyclohepta[e]indene). As a reaction SMILES: C(OC([N:6]1[CH2:20][CH2:19][C:10]2[C:11]3[CH:12]([CH3:18])[CH2:13][CH2:14][C:15]=3[CH:16]=[CH:17][C:9]=2[CH2:8][CH2:7]1)=O)C.[Si](I)(C)(C)C>C(Cl)(Cl)Cl>[CH3:18][CH:12]1[C:11]2[C:10]3[CH2:19][CH2:20][NH:6][CH2:7][CH2:8][C:9]=3[CH:17]=[CH:16][C:15]=2[CH2:14][CH2:13]1. Reported procedure: Into a glass vial, the product from step (c) dissolved in CHCl3 (3 ml) was placed. To this solution, TMSI (0.31 ml, 2.3 mmol) was added. The reaction mixture was heated to 60° C. for 4 h and then allowed to cool to room temperature. The reaction mixture was quenched by addition of 2N HCl (5 ml) and further diluted with water (25 ml). The aqueous mixture was washed with diethyl ether (2×). The aqueous layer was basified by addition of 5N KOH to pH 10. The basic solution was extracted with DCM (3×... Starting materials: C(C)(C)(C)OC(=O)N[C@H](C(=O)O)CC1=CCCC1 ((S)-2-(tert-Butoxycarbonylamino)-3-cyclopentenylpropanoic acid), Cl.CNOC (N,O-dimethylhydroxylamine HCl), ClC(=O)OCC (ethyl chloroformate), CN1CCOCC1 (NMM), TEA. Solvent: C1CCOC1.C(Cl)Cl (THF DCM), C(Cl)Cl (DCM). Conditions: temperature 0 celsius, time 1 hour. Product: C1(=CCCC1)C[C@@H](C(=O)N(C)OC)NC(OC(C)(C)C)=O ((S)-tert-butyl (3-(cyclopent-1-en-1-yl)-1-(methoxy(methyl)amino)-1-oxopropan-2-yl)carbamate). The yield is 94.0%. RXN SMILES: [C:1]([O:5][C:6]([NH:8][C@@H:9]([CH2:13][C:14]1[CH2:18][CH2:17][CH2:16][CH:15]=1)[C:10]([OH:12])=O)=[O:7])([CH3:4])([CH3:3])[CH3:2].ClC(OCC)=O.CN1CCOCC1.Cl.[CH3:33][NH:34][O:35][CH3:36]>C(Cl)Cl.C1COCC1.C(Cl)Cl>[C:14]1([CH2:13][C@H:9]([NH:8][C:6](=[O:7])[O:5][C:1]([CH3:2])([CH3:3])[CH3:4])[C:10]([N:34]([O:35][CH3:36])[CH3:33])=[O:12])[CH2:18][CH2:17][CH2:16][CH:15]=1 |f:3.4,6.7|. Reported procedure: To a flask charged with (S)-2-(tert-Butoxycarbonylamino)-3-cyclopentenylpropanoic acid (55.0 g, 214 mmol) was added THF/DCM (800 mL, 1:1). The solution was cooled to 0° C. and ethyl chloroformate (24.5 mL, 257 mmol) and NMM (28.4 mL, 257 mmol) were added dropwise sequentially. After addition, the mixture was stirred at 0° C. under nitrogen for 1 h. To the other flask charged with N,O-dimethylhydroxylamine HCl (25 g, 257 mmol) was added DCM (400 mL). The mixture was cooled to 0° C. and TEA (38.7 ... Starting materials: OC1=CC(OC2=CC(=CC(=C12)C)O)=O (4,7-Dihydroxy-5-methylcoumarin), COC(C=O)OC (dimethoxyacetaldehyde). Run in CO (methanol). The product is OC1=C(C(OC2=CC(=CC(=C12)C)O)=O)C1C(OC2=C1C(OC=1C=C(C=C(C21)C)O)=O)OC (3-(4,7-Dihydroxy-5-methyl-2-oxo-2H-chromene-3-yl)-7-hydroxy-9-methyl-2-methoxy-2,3-dihydro-4H-furo[3.2-c]chromene-4-one). Isolated yield 92.0%. As a reaction SMILES: [OH:1][C:2]1[C:11]2[C:6](=[CH:7][C:8]([OH:13])=[CH:9][C:10]=2[CH3:12])[O:5][C:4](=[O:14])[CH:3]=1.[CH3:15][O:16][CH:17]([O:20][CH3:21])[CH:18]=O>CO>[OH:1][C:2]1[C:11]2[C:6](=[CH:7][C:8]([OH:13])=[CH:9][C:10]=2[CH3:12])[O:5][C:4](=[O:14])[C:3]=1[CH:18]1[C:3]2[C:4](=[O:14])[O:5][C:6]3[CH:7]=[C:8]([OH:13])[CH:9]=[C:10]([CH3:12])[C:11]=3[C:21]=2[O:20][CH:17]1[O:16][CH3:15]. Procedure: 4,7-Dihydroxy-5-methylcoumarin (200 mg; 1.04 mmole) was dissolved in methanol (5 mL). A 60% aqueous dimethoxyacetaldehyde solution (792 μL; 8.7 mmole) was added and the reaction mixture was refluxed for 5 hours. By cooling to room temperature a white precipitate was precipitated, which was filtered off and washed with methanol. Obtained was the title compound in a 92% yield and of sufficient purity to be used in the next synthesis step: Reported procedure: 5-[(1R)-2-{4-[2-(2,1,3-benzoxadiazol-5-yl)ethyl]piperazin-1-yl}-1-hydroxyethyl]-4-methyl-2-benzofuran-1(3H)-one was prepared in a similar fashion as to the synthesis described in EXAMPLE 12 starting from 5-[2-(piperazin-1-yl)ethyl]-2,1,3-benzoxadiazole and 4-methyl-5-[(2R)-oxiran-2-yl]-2-benzofuran-1(3H)-one. LC/MS: [(M+1)]+=423. Starting materials: N1(CCNCC1)CCC1=CC=2C(=NON2)C=C1 (5-[2-(piperazin-1-yl)ethyl]-2,1,3-benzoxadiazole), CC1=C(C=CC=2C(OCC21)=O)[C@H]2OC2 (4-methyl-5-[(2R)-oxiran-2-yl]-2-benzofuran-1(3H)-one). Yields the product N=1ON=C2C1C=CC(=C2)CCN2CCN(CC2)C[C@H](O)C2=C(C1=C(C(OC1)=O)C=C2)C (5-[(1R)-2-{4-[2-(2,1,3-benzoxadiazol-5-yl)ethyl]piperazin-1-yl}-1-hydroxyethyl]-4-methyl-2-benzofuran-1(3H)-one). As a reaction SMILES: [N:1]1([CH2:7][CH2:8][C:9]2[CH:17]=[CH:16][C:12]3=[N:13][O:14][N:15]=[C:11]3[CH:10]=2)[CH2:6][CH2:5][NH:4][CH2:3][CH2:2]1.[CH3:18][C:19]1[C:27]2[CH2:26][O:25][C:24](=[O:28])[C:23]=2[CH:22]=[CH:21][C:20]=1[C@@H:29]1[CH2:31][O:30]1>>[N:13]1[O:14][N:15]=[C:11]2[CH:10]=[C:9]([CH2:8][CH2:7][N:1]3[CH2:6][CH2:5][N:4]([CH2:31][C@@H:29]([C:20]4[CH:21]=[CH:22][C:23]5[C:24](=[O:28])[O:25][CH2:26][C:27]=5[C:19]=4[CH3:18])[OH:30])[CH2:3][CH2:2]3)[CH:17]=[CH:16][C:12]=12. The solvent is O (water). Reaction SMILES: [SH:1][CH2:2][CH2:3][N:4]([CH2:8][CH2:9][NH:10][C:11](=[S:13])[S-:12])[C:5](=[S:7])[S-:6].[Na+].[Na+].[Na].[Mn:17](Cl)(Cl)=O>O>[SH:1][CH2:2][CH2:3][N:4]([CH2:8][CH2:9][NH:10][C:11](=[S:12])[S-:13])[C:5](=[S:6])[S-:7].[Mn+2:17] |f:0.1.2,6.7,^1:15|. Starting materials: resultant mixture, [Na] (sodium), [Mn](=O)(Cl)Cl (manganous chloride), SCCN(C([S-])=S)CCNC([S-])=S.[Na+].[Na+] (sodium N-(2-mercaptoethyl)-ethylenebisdithiocarbamate). Procedure: In 50 ml of water, 13 g (0.02 mole) of an aqueous 48% sodium N-(2-mercaptoethyl)-ethylenebisdithiocarbamate was stirred at 45° to 50° C. The remaining part of the procedure was performed under a current of nitrogen gas. To the resultant sodium salt solution, 9.5 g (0.02 mole) of an aqueous 26.5% manganous chloride solution was gradually added dropwise at temperatures of 40° to 50° C. After the dropwise introduction, the resultant mixture was stirred at 45° C. for one hour. The crystals which con... Product: SCCN(C([S-])=S)CCNC([S-])=S.[Mn+2] (manganese N-(2-mercaptoethyl)-ethylenebisdithiocarbamate).